The task is: describe an organic reaction: reactants, conditions, products, and yield. This data is from the Open Reaction Database (ORD), a public repository of structured organic reaction records. Reactants: FC1=C(C(=O)N2CCN(CC2)C2=C(C=C(C=N2)NC(=O)NC=2N(N=C(C2)C(CF)(C)C)C2=CC=C(C=C2)C)C)C(=CC=C1)F (1-{6-[4-(2,6-difluoro-benzoyl)-piperazin-1-yl]-5-methyl-pyridin-3-yl}-3-[5-(2-fluoro-1,1-dimethyl-ethyl)-2-p-tolyl-2H-pyrazol-3-yl]-urea), FC(S(=O)(=O)O)(F)F (trifluoromethanesulfonic acid). Run in C(Cl)Cl (DCM), C(Cl)Cl (DCM). Run at time 30 minute. Product: CS(=O)(=O)O.FC1=C(C(=O)N2CCN(CC2)C2=C(C=C(C=N2)NC(=O)NC=2N(N=C(C2)C(CF)(C)C)C2=CC=C(C=C2)C)C)C(=CC=C1)F (1-{6-[4-(2,6-Difluoro-benzoyl)-piperazin-1-yl]-5-methyl-pyridin-3-yl}-3-[5-(2-fluoro-1,1-dimethyl-ethyl)-2-p-tolyl-2H-pyrazol-3-yl]-urea methanesulfonate). Isolated yield 95.0%. RXN SMILES: [F:1][C:2]1[CH:43]=[CH:42][CH:41]=[C:40]([F:44])[C:3]=1[C:4]([N:6]1[CH2:11][CH2:10][N:9]([C:12]2[N:17]=[CH:16][C:15]([NH:18][C:19]([NH:21][C:22]3[N:23]([C:32]4[CH:37]=[CH:36][C:35]([CH3:38])=[CH:34][CH:33]=4)[N:24]=[C:25]([C:27]([CH3:31])([CH3:30])[CH2:28][F:29])[CH:26]=3)=[O:20])=[CH:14][C:13]=2[CH3:39])[CH2:8][CH2:7]1)=[O:5].F[C:46](F)(F)[S:47]([OH:50])(=[O:49])=[O:48]>C(Cl)Cl>[CH3:46][S:47]([OH:50])(=[O:49])=[O:48].[F:44][C:40]1[CH:41]=[CH:42][CH:43]=[C:2]([F:1])[C:3]=1[C:4]([N:6]1[CH2:7][CH2:8][N:9]([C:12]2[N:17]=[CH:16][C:15]([NH:18][C:19]([NH:21][C:22]3[N:23]([C:32]4[CH:37]=[CH:36][C:35]([CH3:38])=[CH:34][CH:33]=4)[N:24]=[C:25]([C:27]([CH3:30])([CH3:31])[CH2:28][F:29])[CH:26]=3)=[O:20])=[CH:14][C:13]=2[CH3:39])[CH2:10][CH2:11]1)=[O:5] |f:3.4|. Procedure details: Dissolve 50 mg (0.083 mmol) of the free base 1-{6-[4-(2,6-difluoro-benzoyl)-piperazin-1-yl]-5-methyl-pyridin-3-yl}-3-[5-(2-fluoro-1,1-dimethyl-ethyl)-2-p-tolyl-2H-pyrazol-3-yl]-urea in DCM (0.5 mL). Add 1 equiv of trifluoromethanesulfonic acid in DCM (1 N). After 30 min, remove solvent to afford a white solid. After several washings with ether/DCM, dry the solid under reduced pressure to obtain 55 mg of the title compound (95% yield). ES+(m/z):606 [M+1]. Reactants: FC(C1=NC(=NC=C1)NC=1C=C(C=CC1)C=1N=C(SC1)N1CCC(CC1)C(=O)OCC)(F)F (ethyl 1-[4-(3-{[4-(trifluoromethyl)pyrimidin-2-yl]amino}phenyl)-1,3-thiazol-2-yl]piperidine-4-carboxylate), [OH-].[Li+] (lithium hydroxide). Solvent: O1CCCC1 (tetrahydrofuran), CO (methanol), CC1OCCC1 (2-methyltetrahydrofuran). Conditions: temperature 50 celsius. Yields the product FC(C1=NC(=NC=C1)NC=1C=C(C=CC1)C=1N=C(SC1)N1CCC(CC1)C(=O)O)(F)F (1-[4-(3-{[4-(trifluoromethyl)pyrimidin-2-yl]amino}phenyl)-1,3-thiazol-2-yl]piperidine-4-carboxylic acid). The yield is 100.0%. RXN SMILES: [F:1][C:2]([F:33])([F:32])[C:3]1[CH:8]=[CH:7][N:6]=[C:5]([NH:9][C:10]2[CH:11]=[C:12]([C:16]3[N:17]=[C:18]([N:21]4[CH2:26][CH2:25][CH:24]([C:27]([O:29]CC)=[O:28])[CH2:23][CH2:22]4)[S:19][CH:20]=3)[CH:13]=[CH:14][CH:15]=2)[N:4]=1.[OH-].[Li+]>O1CCCC1.CO.CC1CCCO1>[F:33][C:2]([F:1])([F:32])[C:3]1[CH:8]=[CH:7][N:6]=[C:5]([NH:9][C:10]2[CH:11]=[C:12]([C:16]3[N:17]=[C:18]([N:21]4[CH2:22][CH2:23][CH:24]([C:27]([OH:29])=[O:28])[CH2:25][CH2:26]4)[S:19][CH:20]=3)[CH:13]=[CH:14][CH:15]=2)[N:4]=1 |f:1.2|. Procedure details: To a solution of ethyl 1-[4-(3-{[4-(trifluoromethyl)pyrimidin-2-yl]amino}phenyl)-1,3-thiazol-2-yl]piperidine-4-carboxylate (38 mg, 0.08 mmol) in tetrahydrofuran (0.5 mL) and methanol (0.5 mL) was added 1M aqueous lithium hydroxide (0.5 mL, 0.5 mmol). The reaction was heated to 50° C. for 2 hours. The mixture was then cooled to room temperature, diluted with 2-methyltetrahydrofuran (30 mL), and washed with 0.1N aqueous hydrochloride acid (30 mL) and brine (30 mL). The aqueous fractions were furth... The reactants are BrC1=CC(=C(C=C1)C(=O)N1[C@@H](CCC1)CN1CCCC1)F ((4-bromo-2-fluoro-phenyl)-(2-(S)-pyrrolidin-1-ylmethyl-pyrrolidin-1-yl)-methanone), COC=1C=C(C=CC1OC)B(O)O (3,4-Dimethoxybenzene boronic acid). The product is FC=1C=C(C=CC1C(=O)N1[C@@H](CCC1)CN1CCCC1)C1=CC(=C(C=C1)OC)OC ((3-Fluoro-3′,4′-dimethoxy-biphenyl-4-yl)-(2-(S)-pyrrolidin-1-ylmethyl-pyrrolidin-1-yl)-methanone). RXN SMILES: Br[C:2]1[CH:7]=[CH:6][C:5]([C:8]([N:10]2[CH2:14][CH2:13][CH2:12][C@H:11]2[CH2:15][N:16]2[CH2:20][CH2:19][CH2:18][CH2:17]2)=[O:9])=[C:4]([F:21])[CH:3]=1.[CH3:22][O:23][C:24]1[CH:25]=[C:26](B(O)O)[CH:27]=[CH:28][C:29]=1[O:30][CH3:31]>>[F:21][C:4]1[CH:3]=[C:2]([C:27]2[CH:26]=[CH:25][C:24]([O:23][CH3:22])=[C:29]([O:30][CH3:31])[CH:28]=2)[CH:7]=[CH:6][C:5]=1[C:8]([N:10]1[CH2:14][CH2:13][CH2:12][C@H:11]1[CH2:15][N:16]1[CH2:20][CH2:19][CH2:18][CH2:17]1)=[O:9]. Procedure details: The title compound is prepared in a manner substantially analogous to Procedure SS starting from (4-bromo-2-fluoro-phenyl)-(2-(S)-pyrrolidin-1-ylmethyl-pyrrolidin-1-yl)-methanone and 3,4-Dimethoxybenzene boronic acid. MS (M+H) 413.2